Task: describe an organic reaction: reactants, conditions, products, and yield. Dataset: the Open Reaction Database (ORD), a public repository of structured organic reaction records The reactants are C(C)(C)NC(C)C (diisopropylamine), solution, C(CCC)[Li] (butyllithium), C(C)OC(C1=C(C=CC=C1)C=O)OCC (2-formylbenzaldehyde diethylacetal), solution, C([O-])([O-])=O.[Na+].[Na+] (sodium carbonate), FC1=NC=CC=C1 (2-fluoropyridine). The solvent is O1CCCC1 (tetrahydrofuran), hexanes, O1CCCC1 (tetrahydrofuran), O1CCCC1 (tetrahydrofuran). Conditions: time 20 minute. Product: FC1=NC=CC=C1C(O)C1=C(C=CC=C1)C(OCC)OCC ((2-fluoropyridin-3-yl)-2-(diethoxymethyl)-phenylmethanol). Reaction SMILES: C(NC(C)C)(C)C.C([Li])CCC.[F:13][C:14]1[CH:19]=[CH:18][CH:17]=[CH:16][N:15]=1.[CH2:20]([O:22][CH:23]([O:32][CH2:33][CH3:34])[C:24]1[CH:29]=[CH:28][CH:27]=[CH:26][C:25]=1[CH:30]=[O:31])[CH3:21].C(=O)([O-])[O-].[Na+].[Na+]>O1CCCC1>[F:13][C:14]1[C:19]([CH:30]([C:25]2[CH:26]=[CH:27][CH:28]=[CH:29][C:24]=2[CH:23]([O:22][CH2:20][CH3:21])[O:32][CH2:33][CH3:34])[OH:31])=[CH:18][CH:17]=[CH:16][N:15]=1 |f:4.5.6|. Reported procedure: To a solution of 2.5 ml of diisopropylamine in 20 ml of dry tetrahydrofuran at −78° C. was added 11 ml of a 1.6 M solution of butyllithium in hexanes. The solution was stirred for 20 min. then a solution of 1.15 g of 2-fluoropyridine in 3 ml of tetrahydrofuran was added. The solution was stirred at −78° C. for 30 min then a solution of 2-formylbenzaldehyde diethylacetal in 3 ml of tetrahydrofuran was added dropwise. This solution was stirred for 1 h then warmed to room temperature overnight. The... Reactants: C(#N)C1=CC=C(CN)C=C1 (p-cyanobenzylamine), C=O (paraformaldehyde), C(C)(=O)[O-].[NH4+] (ammonium acetate), O (water). Run in C(C)(=O)O (acetic acid). Yields the product C(#N)C1=CC=C(C=O)C=C1 (p-cyanobenzaldehyde). Yield: 61.1%. As a reaction SMILES: [C:1]([C:3]1[CH:10]=[CH:9][C:6]([CH2:7]N)=[CH:5][CH:4]=1)#[N:2].C=O.C([O-])(=[O:15])C.[NH4+].O>C(O)(=O)C>[C:1]([C:3]1[CH:10]=[CH:9][C:6]([CH:7]=[O:15])=[CH:5][CH:4]=1)#[N:2] |f:2.3|. Reported procedure: 13.2 g of p-cyanobenzylamine, 12.0 g of paraformaldehyde, 46.0 g of ammonium acetate, 60 ml of water and 60 ml of acetic acid were mixed and reacted at 100° C. for 3 hours while stirring. The reaction solution was concentrated to a half amount in an evaporator and water in an amount equal to the amount of solvent distilled off was added to precipitate crystals. The crystals precipitated were collected by filtration, washed with water and dried to obtain 8.0 g (yield: 62%) of p-cyanobenzaldehyde.... Starting materials: 12(EtOH), [H-].[Na+] (NaH), FC1=C(C=O)C=C(C=C1)OC (2-fluoro-5-methoxy benzaldehyde), [Br-].C(=C)[P+](C1=CC=CC=C1)(C1=CC=CC=C1)C1=CC=CC=C1 (vinyltriphenylphosphonium bromide), C1(C=2C(C(N1)=O)=CC=CC2)=O.[K] (potassium phthalimide). Run in C(C)O (ethanol), C1CCOC1 (THF). Conditions: temperature 45 celsius, time 18 hour. Yields the product FC1=C(C=C(C=C1)OC)\C=C/CN1C(C2=CC=CC=C2C1=O)=O (cis-2-[3-(2-Fluoro-5-methoxyphenyl)prop-2-en-1-yl]-isoindole-1,3-dione). RXN SMILES: [H-].[Na+].[F:3][C:4]1[CH:11]=[CH:10][C:9]([O:12][CH3:13])=[CH:8][C:5]=1[CH:6]=O.[Br-].[CH:15]([P+](C1C=CC=CC=1)(C1C=CC=CC=1)C1C=CC=CC=1)=[CH2:16].[C:36]1(=[O:46])[NH:40][C:39](=[O:41])[C:38]2=[CH:42][CH:43]=[CH:44][CH:45]=[C:37]12.[K]>C1COCC1.C(O)C>[F:3][C:4]1[CH:11]=[CH:10][C:9]([O:12][CH3:13])=[CH:8][C:5]=1/[CH:6]=[CH:15]\[CH2:16][N:40]1[C:36](=[O:46])[C:37]2[C:38](=[CH:42][CH:43]=[CH:44][CH:45]=2)[C:39]1=[O:41] |f:0.1,3.4,5.6,^1:46|. Reported procedure: A cold (0° C.) suspension of NaH (3.88 g, 97 mmol) and 2-fluoro-5-methoxy benzaldehyde (10.0 g, 65 mmol) in THF (400 mL) was treated with an admix of vinyltriphenylphosphonium bromide (31.2 g, 84.5 mmol) and potassium phthalimide (15.65 g, 84.5 mmol) under N2. The reaction was then slowly heated to 45° C. for 1 h, followed by standing at ambient temperature for 18 h. The dark solution was quenched with 5% citric acid (25mL), then diluted with H2O (800 mL). The suspension was extracted with EtOAc... Reactants: C(C)(C)(C)[Si](C1=CC=CC=C1)(C1=CC=CC=C1)OC1=CC=C(C=C1)OCC1=CC=CC=C1 (t-butyl-[4-benzyloxyphenoxy]-diphenylsilane). The reagents and catalysts are [Pd] (palladium on carbon). Solvent: C(C)O.C1=CCCCC1 (ethanol cyclohexene). Product: C(C)(C)(C)[Si](C1=CC=CC=C1)(C1=CC=CC=C1)OC1=CC=C(C=C1)O (t-Butyl-[4-hydroxyphenoxy]-diphenylsilane). The yield is 99.1%. Reaction SMILES: [C:1]([Si:5]([O:18][C:19]1[CH:24]=[CH:23][C:22]([O:25]CC2C=CC=CC=2)=[CH:21][CH:20]=1)([C:12]1[CH:17]=[CH:16][CH:15]=[CH:14][CH:13]=1)[C:6]1[CH:11]=[CH:10][CH:9]=[CH:8][CH:7]=1)([CH3:4])([CH3:3])[CH3:2]>[Pd].C(O)C.C1CCCCC=1>[C:1]([Si:5]([O:18][C:19]1[CH:24]=[CH:23][C:22]([OH:25])=[CH:21][CH:20]=1)([C:12]1[CH:17]=[CH:16][CH:15]=[CH:14][CH:13]=1)[C:6]1[CH:7]=[CH:8][CH:9]=[CH:10][CH:11]=1)([CH3:4])([CH3:2])[CH3:3] |f:2.3|. Reported procedure: A mixture of t-butyl-[4-benzyloxyphenoxy]-diphenylsilane (170 g, 388 mmol) and 10 g of 10% palladium on carbon in ethanol-cyclohexene (2:1, v/v) was heated at reflux for 48 hours. The catalyst was filtered and the solvent was removed in vacuo to provide 134 g of product as an oil. Reaction SMILES: [BH4-:34].[CH3:38][CH2:39][OH:40].[Cl-:36].[Cl:1][c:2]1[c:3]([C:8](=[O:9])[c:10]2[cH:11][c:12]3[c:13]([n:14][c:15]([NH:18][CH:19]([C:20]([CH3:21])([CH3:22])[OH:23])[CH3:24])[n:16][cH:17]3)[n:25]2-[c:26]2[c:27]([F:33])[cH:28][cH:29][cH:30][c:31]2[F:32])[cH:4][cH:5][cH:6][cH:7]1.[NH4+:37].[Na+:35]>>[Cl:1][c:2]1[c:3]([CH:8]([OH:9])[c:10]2[cH:11][c:12]3[c:13]([n:14][c:15]([NH:18][CH:19]([C:20]([CH3:21])([CH3:22])[OH:23])[CH3:24])[n:16][cH:17]3)[n:25]2-[c:26]2[c:27]([F:33])[cH:28][cH:29][cH:30][c:31]2[F:32])[cH:4][cH:5][cH:6][cH:7]1. Reactants: [BH4-], CCO, [Cl-], CC(Nc1ncc2cc(C(=O)c3ccccc3Cl)n(-c3c(F)cccc3F)c2n1)C(C)(C)O, [NH4+], [Na+]. Product: CC(Nc1ncc2cc(C(O)c3ccccc3Cl)n(-c3c(F)cccc3F)c2n1)C(C)(C)O. Starting materials: [Br-].OCC[N+](C)(C)C (N-(2-hydroxyethyl)-N,N,N-trimethylammonium bromide), tribromide, solution, BrBr (bromine). Run in O (Water). Reaction conditions: temperature 50 celsius. The product is [Br-].[Br-].[Br-].OCC[N+](C)(C)C.OCC[N+](C)(C)C.OCC[N+](C)(C)C (N-(2hydroxy-ethyl)-N,N,N-trimethylammonium tribromide). RXN SMILES: [Br-:1].[OH:2][CH2:3][CH2:4][N+:5]([CH3:8])([CH3:7])[CH3:6].BrBr>O>[Br-:1].[Br-:1].[Br-:1].[OH:2][CH2:3][CH2:4][N+:5]([CH3:8])([CH3:7])[CH3:6].[OH:2][CH2:3][CH2:4][N+:5]([CH3:8])([CH3:7])[CH3:6].[OH:2][CH2:3][CH2:4][N+:5]([CH3:8])([CH3:7])[CH3:6] |f:0.1,4.5.6.7.8.9|. Procedure details: The recrystallized N-(2-hydroxyethyl)-N,N,N-trimethylammonium bromide (55.86 grams, 0.30 moles) was placed in a 100 ml flask fitted with a magnetic stirrer and a pressure equalizing addition funnel. Water (29 ml) was added to make a 50% solution and the solution was stirred vigorously while 48.5 grams (0.30 moles) of bromine was added dropwise from the addition funnel. The tribromide fell out of solution as a dark red oil. The product was separated from the aqueous layer by decantation and the r... Starting materials: C1(=CC=CC=C1)P(C1=CC=CC=C1)C1=CC=CC=C1 (triphenylphosphine), ClC[Si](C)(C)C ((chloromethyl)trimethylsilane), Cl[SiH](Cl)Cl (trichlorosilane). Product: Cl[Si](C[Si](C)(C)C)(Cl)Cl (1,1,1,-trichloro-3,3-dimethyl-1,3-disilabutane), Cl[SiH](C[Si](C)(C)C)Cl (1,1-dichloro-3,3-dimethyl-1,3-disilabutane). The yield is 7.0%. RXN SMILES: C1(P(C2C=CC=CC=2)C2C=CC=CC=2)C=CC=CC=1.Cl[CH2:21][Si:22]([CH3:25])([CH3:24])[CH3:23].[Cl:26][SiH:27]([Cl:29])[Cl:28]>>[Cl:26][Si:27]([Cl:29])([Cl:28])[CH2:21][Si:22]([CH3:25])([CH3:24])[CH3:23].[Cl:26][SiH:27]([Cl:28])[CH2:21][Si:22]([CH3:25])([CH3:24])[CH3:23]. Reported procedure: In the same apparatus and procedure as Example 1 above, 0.20 g (0.75 mmol) of triphenylphosphine, 1.38 g (7.5 mmol) of (chloromethyl)trimethylsilane, and 5.08 g (37.5 mmol) of trichlorosilane were reacted at 150° C. for 10 hrs. The resulting mixture was distilled to give 1.2 g of 1,1,1,-trichloro-3,3-dimethyl-1,3-disilabutane (bp; 173-174° C., yield; 70%) and 0.1 g of 1,1-dichloro-3,3-dimethyl-1,3-disilabutane (bp; 157-159° C., yield; 7%).